Dataset: the Open Reaction Database (ORD), a public repository of structured organic reaction records. Task: describe an organic reaction: reactants, conditions, products, and yield As a reaction SMILES: [H-].[Na+].[NH:3]1[CH:7]=[N:6][CH:5]=[N:4]1.CN(C)C=O.S(C1C=CC(C)=CC=1)(O[CH2:17][C@@H:18]1[CH2:32][C@H:31]2[C@@H:21]([CH2:22][C:23]3[C:33]4[C:26](=[CH:27][CH:28]=[CH:29][C:30]2=4)[NH:25][CH:24]=3)[N:20]([CH3:34])[CH2:19]1)(=O)=O>O>[CH3:34][N:20]1[C@H:21]2[C@@H:31]([C:30]3[CH:29]=[CH:28][CH:27]=[C:26]4[C:33]=3[C:23]([CH2:22]2)=[CH:24][NH:25]4)[CH2:32][C@@H:18]([CH2:17][N:3]2[CH:7]=[N:6][CH:5]=[N:4]2)[CH2:19]1 |f:0.1|. Procedure: 0.4 g of 50% sodium hydride in an oil was added in small portions to a mixture of 2.0 g of 1,2,4-triazole and 20 ml of dimethylformamide, and the resulting mixture was stirred for 30 minutes. 2.0 g of 6-methylergolin-8β-ylmethyl tosylate was added to the mixture which was then heated on a water bath for 1 hour. After allowing the mixture to cool, water was added to the reaction mixture, and the precipitated crystals were separated by filtration, washed with water and purified by alumina column c... Conditions: time 30 minute. Isolated yield 53.4%. The product is CN1C[C@@H](C[C@@H]2C=3C=CC=C4NC=C(C[C@@H]12)C34)CN3N=CN=C3 (1-(6-Methylergolin-8β-ylmethyl)-1,2,4-triazole). Reactants: [H-].[Na+] (sodium hydride), N1N=CN=C1 (1,2,4-triazole), CN(C=O)C (dimethylformamide), S(=O)(=O)(OC[C@H]1CN([C@@H]2CC3=CNC4=CC=CC([C@H]2C1)=C34)C)C3=CC=C(C)C=C3 (6-methylergolin-8β-ylmethyl tosylate). The solvent is O (water). Reactants: ClC(Cl)Cl, S=C=Nc1ccc(Cl)cc1, NC1CCCCC1. Product: S=C(Nc1ccc(Cl)cc1)NC1CCCCC1. RXN SMILES: [CH:18]([Cl:19])([Cl:20])[Cl:21].[Cl:8][c:9]1[cH:10][cH:11][c:12]([N:15]=[C:16]=[S:17])[cH:13][cH:14]1.[NH2:1][CH:2]1[CH2:3][CH2:4][CH2:5][CH2:6][CH2:7]1>>[NH:1]([CH:2]1[CH2:3][CH2:4][CH2:5][CH2:6][CH2:7]1)[C:16]([NH:15][c:12]1[cH:11][cH:10][c:9]([Cl:8])[cH:14][cH:13]1)=[S:17]. Reactants: O1C(CCCC1)OCC1=NOC(=C1)C=1C=CC=2N(N1)C(=NN2)CNC(OC(C)(C)C)=O (tert-butyl (6-(3-((tetrahydro-2H-pyran-2-yloxy)methyl)isoxazol-5-yl)-[1,2,4]triazolo[4,3-b]pyridazin-3-yl)methylcarbamate), FC(C(=O)O)(F)F (trifluoroacetic acid). The solvent is ClCCl (dichloromethane). Run at time 1 hour. Product: NCC1=NN=C2N1N=C(C=C2)C2=CC(=NO2)CO ((5-(3-(aminomethyl)-[1,2,4]triazolo[4,3-b]pyridazin-6-yl)isoxazol-3-yl)methanol). As a reaction SMILES: O1CCCCC1[O:7][CH2:8][C:9]1[CH:13]=[C:12]([C:14]2[CH:15]=[CH:16][C:17]3[N:18]([C:20]([CH2:23][NH:24]C(=O)OC(C)(C)C)=[N:21][N:22]=3)[N:19]=2)[O:11][N:10]=1.FC(F)(F)C(O)=O>ClCCl>[NH2:24][CH2:23][C:20]1[N:18]2[N:19]=[C:14]([C:12]3[O:11][N:10]=[C:9]([CH2:8][OH:7])[CH:13]=3)[CH:15]=[CH:16][C:17]2=[N:22][N:21]=1. Procedure details: To a solution of tert-butyl (6-(3-((tetrahydro-2H-pyran-2-yloxy)methyl)isoxazol-5-yl)-[1,2,4]triazolo[4,3-b]pyridazin-3-yl)methylcarbamate (4.73 g, 11.0 mmol) in dichloromethane (50 mL) was added trifluoroacetic acid (16.9 ml, 220 mmol). The mixture was stirred at room temperature for one hour, then was concentrated, taken up in 2.0 M ammonia in methanol and purified by MPLC chromatography (eluted with 0-10% (1:10:90 NH4OH:MeOH:DCM) in DCM) to yield the product as a tan solid. MS m/z=246.9 [M+1]... The reactants are C(C(C)(C)C)(=O)O.C=S1C(C(N2C(C(C12)=O)=O)C(=O)O)(C)C (methylene-6,7-dioxo-3,3-dimethyl-4-thia-1-azabicyclo[3.2.0]heptane-2-carboxylate pivalate), C1=CC=CC=C1 (benzene). Run at time 10 minute. The product is C(C(C)(C)C)(=O)O.C=S1C([C@@H](N2C(C([C@@H]12)=C(C(C)=O)C)=O)C(=O)O)(C)C (methylene-(2S,5R)-3,3-dimethyl-6-(1-methyl-2-oxopropylidene)-7-oxo-4-thia-1-azabicyclo[3.2.0]heptane-2-carboxylate pivalate). As a reaction SMILES: [C:1]([OH:7])(=[O:6])[C:2]([CH3:5])([CH3:4])[CH3:3].[CH2:8]=[S:9]1[CH:15]2[N:12]([C:13](=[O:17])[C:14]2=O)[CH:11]([C:18]([OH:20])=[O:19])[C:10]1([CH3:22])[CH3:21].[CH:23]1[CH:28]=CC=[CH:25][CH:24]=1>>[C:1]([OH:7])(=[O:6])[C:2]([CH3:5])([CH3:4])[CH3:3].[CH2:8]=[S:9]1[C@H:15]2[N:12]([C:13](=[O:17])[C:14]2=[C:23]([CH3:28])[C:24](=[O:6])[CH3:25])[C@@H:11]([C:18]([OH:20])=[O:19])[C:10]1([CH3:22])[CH3:21] |f:0.1,3.4|. Reported procedure: A solution of 7.8 g of methylene-6,7-dioxo-3,3-dimethyl-4-thia-1-azabicyclo[3.2.0]heptane-2-carboxylate pivalate in 200 ml of benzene is treated at room temperature with 10 g of triphenylphosphinemethylacetylmethylene. After 10 minutes, the reaction mixture is evaporated. The residue is chromatographed on silica gel while eluting with cyclohexane/ethyl acetate (6:4). There is obtained methylene-(2S,5R)-3,3-dimethyl-6-(1-methyl-2-oxopropylidene)-7-oxo-4-thia-1-azabicyclo[3.2.0]heptane-2-carboxyla... Starting materials: FC(C(=O)O)(F)F.N1=CN=C(C=C1)NS(=O)(=O)C1=CC2=CC=CC(=C2C=C1)C1=C(C=C(C=C1)C(F)(F)F)C=1CCNCC1 (N-(pyrimidin-4-yl)-5-(2-(1,2,3,6-tetrahydropyridin-4-yl)-4-(trifluoromethyl)phenyl)naphthalene-2-sulfonamide 2,2,2-trifluoroacetate), C=O (formaldehyde), [Na] (sodium). The solvent is CO (MeOH). Reaction conditions: time 10 minute. The product is FC(C(=O)O)(F)F.CN1CCC(=CC1)C1=C(C=CC(=C1)C(F)(F)F)C1=C2C=CC(=CC2=CC=C1)S(=O)(=O)NC1=NC=NC=C1 (5-(2-(1-methyl-1,2,3,6-tetrahydropyridin-4-yl)-4-(trifluoromethyl)phenyl)-N-(pyrimidin-4-yl)naphthalene-2-sulfonamide 2,2,2-trifluoroacetate). Yield: 182.3%. RXN SMILES: [F:1][C:2]([F:7])([F:6])[C:3]([OH:5])=[O:4].[N:8]1[CH:13]=[CH:12][C:11]([NH:14][S:15]([C:18]2[CH:27]=[CH:26][C:25]3[C:20](=[CH:21][CH:22]=[CH:23][C:24]=3[C:28]3[CH:33]=[CH:32][C:31]([C:34]([F:37])([F:36])[F:35])=[CH:30][C:29]=3[C:38]3[CH2:39][CH2:40][NH:41][CH2:42][CH:43]=3)[CH:19]=2)(=[O:17])=[O:16])=[N:10][CH:9]=1.C=O.[Na]>CO>[F:1][C:2]([F:7])([F:6])[C:3]([OH:5])=[O:4].[CH3:2][N:41]1[CH2:40][CH:39]=[C:38]([C:29]2[CH:30]=[C:31]([C:34]([F:35])([F:36])[F:37])[CH:32]=[CH:33][C:28]=2[C:24]2[CH:23]=[CH:22][CH:21]=[C:20]3[C:25]=2[CH:26]=[CH:27][C:18]([S:15]([NH:14][C:11]2[CH:12]=[CH:13][N:8]=[CH:9][N:10]=2)(=[O:17])=[O:16])=[CH:19]3)[CH2:43][CH2:42]1 |f:0.1,5.6,^1:45|. Procedure: To a round bottom flask charged with N-(pyrimidin-4-yl)-5-(2-(1,2,3,6-tetrahydropyridin-4-yl)-4-(trifluoromethyl)phenyl)naphthalene-2-sulfonamide (EXAMPLE 48, 167.0 mg, 0.327 mmol) was added MeOH (3271 μl), then formaldehyde (265 μl, 3.27 mmol). The solution was maintained at rt for 15 min, then sodium triacetoxyhydroborate (693 mg, 3.27 mmol) was added portionwise. After 10 min, the reaction mixture was partitioned between ice and saturated NaHCO3 and EtOAc. The layers were separated and the aq...